From a dataset of the Open Reaction Database (ORD), a public repository of structured organic reaction records. describe an organic reaction: reactants, conditions, products, and yield The reactants are C(C)OC([C@@H](NC=O)CC1=CC(=C(C=C1I)OC)OC)=O (N-formyl-3,4-dimethoxy-6-iodo-L-phenylalanine ethyl ester), B(Br)(Br)Br (BBr3). Yields the product C(C)OC([C@@H](NC=O)CC1=CC(=C(C=C1I)O)O)=O (N-formyl-3,4-dihydroxy-6-iodo-L-phenylalanine ethyl ester). As a reaction SMILES: [CH2:1]([O:3][C:4](=[O:21])[C@H:5]([CH2:9][C:10]1[C:15]([I:16])=[CH:14][C:13]([O:17]C)=[C:12]([O:19]C)[CH:11]=1)[NH:6][CH:7]=[O:8])[CH3:2].B(Br)(Br)Br>>[CH2:1]([O:3][C:4](=[O:21])[C@H:5]([CH2:9][C:10]1[C:15]([I:16])=[CH:14][C:13]([OH:17])=[C:12]([OH:19])[CH:11]=1)[NH:6][CH:7]=[O:8])[CH3:2]. Procedure: exposing the product of step (2) to BBr3 to form N-formyl-3,4-dihydroxy-6-iodo-L-phenylalanine ethyl ester, Starting materials: ClC=1C=C(C=C(C1C)[N+](=O)[O-])CO ((3-chloro-4-methyl-5-nitrophenyl)methanol), CS(=O)(=O)N1C=CC2=CC=C(C=C12)CBr (N-methanesulfonyl-6-bromomethylindole), CS(=O)(=O)N1C=CC2=CC=C(C=C12)CO (N-methanesulfonyl-6-hyroxymethyl indole). The product is BrCC=1C=C(C(=C(C1)Cl)C)[N+](=O)[O-] (5-Bromomethyl-1-chloro-2-methyl-3-nitrobenzene). As a reaction SMILES: [Cl:1][C:2]1[CH:3]=[C:4]([CH2:12]O)[CH:5]=[C:6]([N+:9]([O-:11])=[O:10])[C:7]=1[CH3:8].CS(N1C2C(=CC=C(C[Br:28])C=2)C=C1)(=O)=O.CS(N1C2C(=CC=C(CO)C=2)C=C1)(=O)=O>>[Br:28][CH2:12][C:4]1[CH:5]=[C:6]([N+:9]([O-:11])=[O:10])[C:7]([CH3:8])=[C:2]([Cl:1])[CH:3]=1. Procedure: 5-Bromomethyl-1-chloro-2-methyl-3-nitrobenzene was prepared from (3-chloro-4-methyl-5-nitrophenyl)methanol in a manner similar to that described in Example 10 for the preparation of N-methanesulfonyl-6-bromomethylindole from N-methanesulfonyl-6-hyroxymethyl indole.